Dataset: the Open Reaction Database (ORD), a public repository of structured organic reaction records. Task: describe an organic reaction: reactants, conditions, products, and yield The reactants are O=C(n1ccnc1)n1ccnc1, C1CCOC1, Cc1onc(-c2ccccc2)c1C(=O)O, CCCCCCC, NN, O. The product is Cc1onc(-c2ccccc2)c1C(=O)NN. RXN SMILES: [C:16]([n:17]1[cH:18][cH:19][n:20][cH:21]1)([n:22]1[cH:23][cH:24][n:25][cH:26]1)=[O:27].[CH2:38]1[O:39][CH2:40][CH2:41][CH2:42]1.[CH3:1][c:2]1[c:3]([C:13](=[O:14])[OH:15])[c:4](-[c:7]2[cH:8][cH:9][cH:10][cH:11][cH:12]2)[n:5][o:6]1.[CH3:31][CH2:32][CH2:33][CH2:34][CH2:35][CH2:36][CH3:37].[NH2:29][NH2:30].[OH2:28]>>[CH3:1][c:2]1[c:3]([C:13](=[O:15])[NH:29][NH2:30])[c:4](-[c:7]2[cH:8][cH:9][cH:10][cH:11][cH:12]2)[n:5][o:6]1. The reactants are O=C(O)c1c(Br)cc(Br)c(O)c1[N+](=O)[O-], CCO. Product: Nc1c(O)c(Br)cc(Br)c1C(=O)O. Reaction SMILES: [Br:1][c:2]1[c:3]([OH:15])[c:4]([N+:12]([O-:13])=[O:14])[c:5]([C:6](=[O:7])[OH:8])[c:9]([Br:11])[cH:10]1.[CH3:16][CH2:17][OH:18]>>[Br:1][c:2]1[c:3]([OH:15])[c:4]([NH2:12])[c:5]([C:6](=[O:7])[OH:8])[c:9]([Br:11])[cH:10]1. The reactants are Cl.Cl.NC[C@@H]1CC[C@H](CC1)CN1CCC(CC1)C1=CC=CC=C1 (1-(trans-4-aminomethyl-1-cyclohexylmethyl)-4-phenylpiperidine dihydrochloride), N=1C=C2C=C(SC3=CC=CC1N23)C(=O)O (5-thia-1,8b-diazaacenaphthylene-4-carboxylic acid), ON1C(CCC1=O)=O (N-hydroxysuccinimide), C(C)N=C=NCCCN(C)C (N-ethyl-N′-3-(N,N-dimethylamino)propylcarbodiimide). Solvent: C(Cl)(Cl)Cl (chloroform), C(C)N(CC)CC (triethylamine), C(C)#N (acetonitrile). Run at time 1 hour. Product: C1(=CC=CC=C1)C1CCN(CC1)C[C@@H]1CC[C@H](CC1)CNC(=O)C1=CC2=CN=C3C=CC=C(S1)N32 (N-[trans-4-(4-phenylpiperidin-1-ylmethyl)-1-cyclohexylmethyl]-5-thia-1,8b-diazaacenaphthylene-4-carboxamide). RXN SMILES: [N:1]1[CH:2]=[C:3]2[N:12]3[C:7](=[CH:8][CH:9]=[CH:10][C:11]=13)[S:6][C:5]([C:13]([OH:15])=O)=[CH:4]2.ON1C(=O)CCC1=O.C(N=C=NCCCN(C)C)C.Cl.Cl.[NH2:37][CH2:38][C@H:39]1[CH2:44][CH2:43][C@H:42]([CH2:45][N:46]2[CH2:51][CH2:50][CH:49]([C:52]3[CH:57]=[CH:56][CH:55]=[CH:54][CH:53]=3)[CH2:48][CH2:47]2)[CH2:41][CH2:40]1>C(#N)C.C(Cl)(Cl)Cl.C(N(CC)CC)C>[C:52]1([CH:49]2[CH2:48][CH2:47][N:46]([CH2:45][C@H:42]3[CH2:43][CH2:44][C@H:39]([CH2:38][NH:37][C:13]([C:5]4[S:6][C:7]5[N:12]6[C:3](=[CH:2][N:1]=[C:11]6[CH:10]=[CH:9][CH:8]=5)[CH:4]=4)=[O:15])[CH2:40][CH2:41]3)[CH2:51][CH2:50]2)[CH:53]=[CH:54][CH:55]=[CH:56][CH:57]=1 |f:3.4.5|. Reported procedure: To a solution of 0.41 g (1.88 mM) of 5-thia-1,8b-diazaacenaphthylene-4-carboxylic acid and 0.37 g (3.21 mM) of N-hydroxysuccinimide in acetonitrile (5 ml) was added 0.62 g (3.23 mM) of N-ethyl-N′-3-(N,N-dimethylamino)propylcarbodiimide at room temperature, and the mixture was stirred for 1 hour. To this reaction mixture was added a suspension of 0.70 g (1.95 mM) of 1-(trans-4-aminomethyl-1-cyclohexylmethyl)-4-phenylpiperidine dihydrochloride and 1.0 ml (7.71 mM) of triethylamine in chloroform (1... Starting materials: C(=O)(OCC1=CC=CC=C1)N1CCN(CC1)C=1N2C(SC3=C(N1)C=CC=C3)=NC=C2 (5-(4-carbobenzoxypiperazino)-imidazo[2,1-b][1,3,5]benzothiadiazepine), ClC1=CC(=CC=C1)C(=O)OO (m-chloroperbenzoic acid). Solvent: C(Cl)Cl (methylene chloride), C(CCl)Cl (ethylene chloride). Run at temperature 0 celsius, time 1.5 hour. The product is C(=O)(OCC1=CC=CC=C1)N1CCN(CC1)C=1N2C(SC3=C(N1)C=CC=C3)=[N+](C=C2)[O-] (5-(4-carbobenzoxypiperazino)-imidazo[2,1-b][1,3,5]benzothiadiazepine 1-oxide). RXN SMILES: [C:1]([N:11]1[CH2:16][CH2:15][N:14]([C:17]2[N:18]3[CH:30]=[CH:29][N:28]=[C:19]3[S:20][C:21]3[CH:27]=[CH:26][CH:25]=[CH:24][C:22]=3[N:23]=2)[CH2:13][CH2:12]1)([O:3][CH2:4][C:5]1[CH:10]=[CH:9][CH:8]=[CH:7][CH:6]=1)=[O:2].ClC1C=CC=C(C(OO)=[O:39])C=1>C(Cl)Cl.C(Cl)CCl>[C:1]([N:11]1[CH2:12][CH2:13][N:14]([C:17]2[N:18]3[CH:30]=[CH:29][N+:28]([O-:39])=[C:19]3[S:20][C:21]3[CH:27]=[CH:26][CH:25]=[CH:24][C:22]=3[N:23]=2)[CH2:15][CH2:16]1)([O:3][CH2:4][C:5]1[CH:6]=[CH:7][CH:8]=[CH:9][CH:10]=1)=[O:2]. Procedure details: To the solution of 0.5 g of 5-(4-carbobenzoxypiperazino)-imidazo[2,1-b][1,3,5]benzothiadiazepine in 5 ml of methylene chloride, cooled at 0° C., is added dropwise a solution of 0.26 g of m-chloroperbenzoic acid dissolved in 2 ml of ethylene chloride. The mixture is stirred at 0° C. for 1.5 hrs., the solids are filtered, and the filtrates are washed with 10% aqueous potassium carbonate and water, then dried over magnesium sulfate and evaporated to dryness to give 5-(4-carbobenzoxypiperazino)-imid... Starting materials: COC([C@H](CCN1C[C@H](C2(CC2)CC1)O)N1CCN(CCC1=O)C1=CC=C(C=C1)C(F)(F)F)=O ((S)-4-((S)-4-hydroxy-6-aza-spiro[2.5]oct-6-yl)-2-[7-oxo-4-(4-trifluoromethyl-phenyl)-[1,4]diazepan-1-yl]-butyric acid methyl ester), [Li+].[BH4-] (LiBH4). Product: O[C@H]1C2(CC2)CCN(C1)CC[C@@H](CO)N1CCN(CCC1=O)C1=CC=C(C=C1)C(F)(F)F (4-[(S)-3-((S)-4-Hydroxy-6-aza-spiro[2.5]oct-6-yl)-1-hydroxymethyl-propyl]-1-(4-trifluoromethyl-phenyl)-[1,4]diazepan-5-one). Yield: 75.0%. Reaction SMILES: C[O:2][C:3](=O)[C@@H:4]([N:16]1[C:22](=[O:23])[CH2:21][CH2:20][N:19]([C:24]2[CH:29]=[CH:28][C:27]([C:30]([F:33])([F:32])[F:31])=[CH:26][CH:25]=2)[CH2:18][CH2:17]1)[CH2:5][CH2:6][N:7]1[CH2:14][CH2:13][C:10]2([CH2:12][CH2:11]2)[C@H:9]([OH:15])[CH2:8]1.[Li+].[BH4-]>>[OH:15][C@@H:9]1[CH2:8][N:7]([CH2:6][CH2:5][C@H:4]([N:16]2[C:22](=[O:23])[CH2:21][CH2:20][N:19]([C:24]3[CH:25]=[CH:26][C:27]([C:30]([F:31])([F:33])[F:32])=[CH:28][CH:29]=3)[CH2:18][CH2:17]2)[CH2:3][OH:2])[CH2:14][CH2:13][C:10]21[CH2:12][CH2:11]2 |f:1.2|. Reported procedure: In analogy to the procedure described in example 2, (S)-4-((S)-4-hydroxy-6-aza-spiro[2.5]oct-6-yl)-2-[7-oxo-4-(4-trifluoromethyl-phenyl)-[1,4]diazepan-1-yl]-butyric acid methyl ester and LiBH4 gave the title compound in 75% yield as a white foam. MS: 456.3 (MH+). Starting materials: [N+](=O)([O-])C1=C2C(NC(N(C2=CC=C1)CCCCN1CCC(=CC1)C1=CC=CC=C1)=O)=O (5-nitro-1-[4-(4-phenyl-1,2,3,6-tetrahydropyridin-1-yl)butyl]-2,4(1H,3H)-quinazolinedione), solution, S(O)(O)(=O)=O (sulfuric acid). Run in C(Cl)(Cl)Cl (chloroform), CO (methanol), CO (methanol). Yields the product S(=O)(=O)(O)O.[N+](=O)([O-])C1=C2C(NC(N(C2=CC=C1)CCCCN1CCC(=CC1)C1=CC=CC=C1)=O)=O (5-nitro-1-[4-(4-phenyl-1,2,3,6-tetrahydropyridin-1-yl)butyl]-2,4(1H,3H)-quinazolinedione sulfate). Reaction SMILES: [N+:1]([C:4]1[CH:13]=[CH:12][CH:11]=[C:10]2[C:5]=1[C:6](=[O:31])[NH:7][C:8](=[O:30])[N:9]2[CH2:14][CH2:15][CH2:16][CH2:17][N:18]1[CH2:23][CH:22]=[C:21]([C:24]2[CH:29]=[CH:28][CH:27]=[CH:26][CH:25]=2)[CH2:20][CH2:19]1)([O-:3])=[O:2].[S:32](=[O:36])(=[O:35])([OH:34])[OH:33]>C(Cl)(Cl)Cl.CO>[S:32]([OH:36])([OH:35])(=[O:34])=[O:33].[N+:1]([C:4]1[CH:13]=[CH:12][CH:11]=[C:10]2[C:5]=1[C:6](=[O:31])[NH:7][C:8](=[O:30])[N:9]2[CH2:14][CH2:15][CH2:16][CH2:17][N:18]1[CH2:19][CH:20]=[C:21]([C:24]2[CH:29]=[CH:28][CH:27]=[CH:26][CH:25]=2)[CH2:22][CH2:23]1)([O-:3])=[O:2] |f:4.5|. Procedure: To a solution of 5-nitro-1-[4-(4-phenyl-1,2,3,6-tetrahydropyridin-1-yl)butyl]-2,4(1H,3H)-quinazolinedione (500 mg) in a mixture of chloroform (9 ml) and methanol (1 ml) was added 2N solution of sulfuric acid in methanol (1.19 ml) at 0° C. After evaporation of the solvent, the crystalline residue was recrystallized from 10% water in ethanol (30 ml) to give 5-nitro-1-[4-(4-phenyl-1,2,3,6-tetrahydropyridin-1-yl)butyl]-2,4(1H,3H)-quinazolinedione sulfate (497 mg) as pale brown crystals. The reactants are C(C1=CC=CC=C1)(=O)N1C(N(C=C(C1=O)C=1C=NC=CC1)CCCCl)=O (3-Benzoyl-1-(3-Chloro-propyl)-5-pyridin-3-yl-1H-pyrimidine-2,4-dione). The solvent is N (NH3), CO (MeOH). The product is ClCCCN1C(NC(C(=C1)C=1C=NC=CC1)=O)=O (1-(3-Chloro-propyl)-5-pyridin-3-yl-1H-pyrimidine-2,4-dione). Isolated yield 65.9%. Reaction SMILES: C([N:9]1[C:14](=[O:15])[C:13]([C:16]2[CH:17]=[N:18][CH:19]=[CH:20][CH:21]=2)=[CH:12][N:11]([CH2:22][CH2:23][CH2:24][Cl:25])[C:10]1=[O:26])(=O)C1C=CC=CC=1>N.CO>[Cl:25][CH2:24][CH2:23][CH2:22][N:11]1[CH:12]=[C:13]([C:16]2[CH:17]=[N:18][CH:19]=[CH:20][CH:21]=2)[C:14](=[O:15])[NH:9][C:10]1=[O:26]. Procedure: 3-Benzoyl-1-(3-Chloro-propyl)-5-pyridin-3-yl-1H-pyrimidine-2,4-dione (Prep42, 90 mg, 0.24 mmol) was dissolved in a solution of 3% NH3 in MeOH (5 mL). The mixture was stirred at room temperature over night, the solvent was then evaporated under vacuum and the residue was passed over a SCX cartridge to give 42 mg of the title compound that was used in the next step without further purification (66% yield) Reactants: resin, BrCC(=O)C1=C(C=CC=C1)F (2-bromo-1-(2-fluoro-phenyl)-ethanone), N12CCCCCC2=NCCC1 (1,8-diazabicyclo[5.4.0]undec-7-ene), NC1(CC2=CC=CC=C2C1)C(=O)O (2-amino-indane-2-carboxylic acid), OC=1C=C(C(=O)O)C=CC1OC (3-hydroxy-4-methoxy-benzoic acid), N1CCCCC1 (piperidine), C(=O)(C(F)(F)F)O (TFA). The solvent is C(Cl)Cl (DCM), CN(C)C=O (DMF). Reaction conditions: time 3 hour. The product is FC1=C(C=CC=C1)C(COC=1C=C(C(=O)NC2(CC3=CC=CC=C3C2)C(=O)O)C=CC1OC)O (2-{3-[2-(2-Fluoro-phenyl)-2-hydroxy-ethoxy]-4-methoxy-benzoylamino}-indane-2-carboxylic acid). RXN SMILES: [NH2:1][C:2]1([C:11]([OH:13])=[O:12])[CH2:10][C:9]2[C:4](=[CH:5][CH:6]=[CH:7][CH:8]=2)[CH2:3]1.[OH:14][C:15]1[CH:16]=[C:17]([CH:21]=[CH:22][C:23]=1[O:24][CH3:25])[C:18]([OH:20])=O.N1CCCCC1.Br[CH2:33][C:34]([C:36]1[CH:41]=[CH:40][CH:39]=[CH:38][C:37]=1[F:42])=[O:35].N12CCCN=C1CCCCC2.C(O)(C(F)(F)F)=O>CN(C=O)C.C(Cl)Cl>[F:42][C:37]1[CH:38]=[CH:39][CH:40]=[CH:41][C:36]=1[CH:34]([OH:35])[CH2:33][O:14][C:15]1[CH:16]=[C:17]([CH:21]=[CH:22][C:23]=1[O:24][CH3:25])[C:18]([NH:1][C:2]1([C:11]([OH:13])=[O:12])[CH2:3][C:4]2[C:9](=[CH:8][CH:7]=[CH:6][CH:5]=2)[CH2:10]1)=[O:20]. Procedure details: The title compound was prepared according to the general procedure described in example 125 using 0.25 g of resin (0.5 mmol/g). Attachment of the 2-amino-indane-2-carboxylic acid moiety to the resin was followed by acylation with 3-hydroxy-4-methoxy-benzoic acid and treatment with 50% piperidine in DMF for 2 h. After extensive washing with DMF and DCM the resin was reacted with 2-bromo-1-(2-fluoro-phenyl)-ethanone (3 equivalents) in the presence of 1,8-diazabicyclo[5.4.0]undec-7-ene (DBU; 3 equi...